Dataset: the Open Reaction Database (ORD), a public repository of structured organic reaction records. Task: describe an organic reaction: reactants, conditions, products, and yield The reactants are BrCCN1S(N(C2=C(C1)C=CC=C2)C2=C(C=CC=C2)F)(=O)=O (3-(2-bromoethyl)-1-(2-fluorophenyl)-3,4-dihydro-1H-2,1,3-benzothiadiazine 2,2-dioxide), C1(CC1)N (cyclopropylamine), Cl (HCl). Product: FC1=C(C=CC=C1)N1S(N(CC2=C1C=CC=C2)CCNC2CC2)(=O)=O (N-{2-[1-(2-fluorophenyl)-2,2-dioxido-1,4-dihydro-3H-2,1,3-benzothiadiazin-3-yl]ethyl}cyclopropanamine). As a reaction SMILES: Br[CH2:2][CH2:3][N:4]1[CH2:9][C:8]2[CH:10]=[CH:11][CH:12]=[CH:13][C:7]=2[N:6]([C:14]2[CH:19]=[CH:18][CH:17]=[CH:16][C:15]=2[F:20])[S:5]1(=[O:22])=[O:21].[CH:23]1([NH2:26])[CH2:25][CH2:24]1.Cl>>[F:20][C:15]1[CH:16]=[CH:17][CH:18]=[CH:19][C:14]=1[N:6]1[C:7]2[CH:13]=[CH:12][CH:11]=[CH:10][C:8]=2[CH2:9][N:4]([CH2:3][CH2:2][NH:26][CH:23]2[CH2:25][CH2:24]2)[S:5]1(=[O:22])=[O:21]. Procedure details: In an analogous manner to Example 11 step 5, 3-(2-bromoethyl)-1-(2-fluorophenyl)-3,4-dihydro-1H-2,1,3-benzothiadiazine 2,2-dioxide (0.96 g, 0.25 mmol) was reacted with cyclopropylamine and then treated with HCl to afford N-{2-[1-(2-fluorophenyl)-2,2-dioxido-1,4-dihydro-3H-2,1,3-benzothiadiazin-3-yl]ethyl}cyclopropanamine as a white solid: The reactants are Cl.FC(C1=C(C(C2=CC=C(C=C2)Cl)OC2CNC2)C=CC(=C1)F)(F)F (3-[2-(trifluoromethyl)-4-fluoro-4′-chlorobenzhydryloxy]azetidine hydrochloride), [N-]=C=O (isocyanate), compound ( 10 ). Product: FC(C1=C(C(C2=CC=C(C=C2)Cl)OC2CN(C2)C(=O)NC2CCCCC2)C=CC(=C1)F)(F)F (3-[2-(trifluoromethyl)-4-fluoro-4′-chlorobenzhydryloxy]-N-(cyclohexyl)azetidine-1-carboxamide). Reaction SMILES: Cl.[F:2][C:3]([F:25])([F:24])[C:4]1[CH:22]=[C:21]([F:23])[CH:20]=[CH:19][C:5]=1[CH:6]([O:14][CH:15]1[CH2:18][NH:17][CH2:16]1)[C:7]1[CH:12]=[CH:11][C:10]([Cl:13])=[CH:9][CH:8]=1.[N-:26]=[C:27]=[O:28]>>[F:25][C:3]([F:2])([F:24])[C:4]1[CH:22]=[C:21]([F:23])[CH:20]=[CH:19][C:5]=1[CH:6]([O:14][CH:15]1[CH2:18][N:17]([C:27]([NH:26][CH:4]2[CH2:22][CH2:21][CH2:20][CH2:19][CH2:5]2)=[O:28])[CH2:16]1)[C:7]1[CH:12]=[CH:11][C:10]([Cl:13])=[CH:9][CH:8]=1 |f:0.1|. Reported procedure: This material was prepared 3-[2-(trifluoromethyl)-4-fluoro-4′-chlorobenzhydryloxy]azetidine hydrochloride (125) and the corresponding isocyanate using the procedure described for compound (10). Starting materials: O.[OH-].[Li+] (Lithium hydroxide monohydrate), ClC1=NC=CC=C1C(=O)N\C(\C(=O)OCC)=C(\C)/C1=CC=C(C=C1)NC(C1=C(C=NC=C1Cl)Cl)=O (Ethyl (Z)-2-{[(2-chloro-3-pyridinyl)carbonyl]amino}-3-{4-[(3,5-dichloroisonicotinoyl)amino]phenyl}-2-butenoate), CO (methanol). Solvent: O1CCOCC1 (dioxane), O (water). Product: ClC1=NC=CC=C1C(=O)N\C(\C(=O)O)=C(\C)/C1=CC=C(C=C1)NC(C1=C(C=NC=C1Cl)Cl)=O ((Z)-2-{[(2-Chloro-3-pyridinyl)carbonyl]amino}-3-{4-[(3.5-dichloroisonicotinoyl)amino]phenyl}-2-butenoic Acid). The yield is 35.4%. RXN SMILES: O.[OH-].[Li+].[Cl:4][C:5]1[C:10]([C:11]([NH:13]/[C:14](=[C:20](\[C:22]2[CH:27]=[CH:26][C:25]([NH:28][C:29](=[O:38])[C:30]3[C:35]([Cl:36])=[CH:34][N:33]=[CH:32][C:31]=3[Cl:37])=[CH:24][CH:23]=2)/[CH3:21])/[C:15]([O:17]CC)=[O:16])=[O:12])=[CH:9][CH:8]=[CH:7][N:6]=1.CO>O1CCOCC1.O>[Cl:4][C:5]1[C:10]([C:11]([NH:13]/[C:14](=[C:20](\[C:22]2[CH:23]=[CH:24][C:25]([NH:28][C:29](=[O:38])[C:30]3[C:31]([Cl:37])=[CH:32][N:33]=[CH:34][C:35]=3[Cl:36])=[CH:26][CH:27]=2)/[CH3:21])/[C:15]([OH:17])=[O:16])=[O:12])=[CH:9][CH:8]=[CH:7][N:6]=1 |f:0.1.2|. Reported procedure: Lithium hydroxide monohydrate (4.4 mg, 1.05 mml) was added to the compound of Example 16 (280 mg, 0.525 mmol) in a mixture of dioxane (10 ml) and water (10 ml). The mixture was heated at reflux for 2 h. The dioxane was removed in vacuo, the aqueous residue acidified with dilute HCl, the precipitate formed filtered off, washed with water and dried to give a brown solid. Trituration with hot methanol gave the title compound as a pale brown solid (94 mg). δH (DMSO-d6), 12.75 (1H,v br s,CO2H), 10.99... The reactants are O1CCCC1 (tetrahydrofuran), crude product, FC1=C(OC2=CC(=NC=N2)NC(=O)N2CCN(CC2)CCN2CCCC2)C=CC(=C1)[N+](=O)[O-] (4-[2-(pyrrolidin-1-yl)ethyl]piperazine-1-carboxylic acid [6-(2-fluoro-4-nitrophenoxy)pyrimidin-4-yl]amide), [H][H] (hydrogen). The reagents and catalysts are [C].[Pd] (palladium-carbon). Solvent: CO (methanol). Conditions: time 4.5 hour. Product: crude product, NC1=CC(=C(OC2=CC(=NC=N2)NC(=O)N2CCN(CC2)CCN2CCCC2)C=C1)F (4-[2-(Pyrrolidin-1-yl)ethyl]piperazine-1-carboxylic acid [6-(4-amino-2-fluorophenoxy)pyrimidin-4-yl]amide). Isolated yield 81.6%. Reaction SMILES: O1CCCC1.[F:6][C:7]1[CH:35]=[C:34]([N+:36]([O-])=O)[CH:33]=[CH:32][C:8]=1[O:9][C:10]1[N:15]=[CH:14][N:13]=[C:12]([NH:16][C:17]([N:19]2[CH2:24][CH2:23][N:22]([CH2:25][CH2:26][N:27]3[CH2:31][CH2:30][CH2:29][CH2:28]3)[CH2:21][CH2:20]2)=[O:18])[CH:11]=1.[H][H]>[C].[Pd].CO>[NH2:36][C:34]1[CH:33]=[CH:32][C:8]([O:9][C:10]2[N:15]=[CH:14][N:13]=[C:12]([NH:16][C:17]([N:19]3[CH2:24][CH2:23][N:22]([CH2:25][CH2:26][N:27]4[CH2:31][CH2:30][CH2:29][CH2:28]4)[CH2:21][CH2:20]3)=[O:18])[CH:11]=2)=[C:7]([F:6])[CH:35]=1 |f:3.4|. Procedure: After adding tetrahydrofuran (3 ml) and methanol (3 ml) to a crude product of 4-[2-(pyrrolidin-1-yl)ethyl]piperazine-1-carboxylic acid [6-(2-fluoro-4-nitrophenoxy)pyrimidin-4-yl]amide (129 mg) under a nitrogen atmosphere, 10% palladium-carbon (60 mg) was added, the atmosphere in the reaction vessel was replaced with hydrogen, and the mixture was stirred for 4.5 hours. The atmosphere in the reaction vessel was then replaced with nitrogen, and the catalyst was filtered and washed with methanol. Th... The reactants are BrCC(C(=O)O)=O (bromopyruvic acid), OC1=CC=C(C=C1)C(N)=S (4-Hydroxybenzenecarbothioamide), [OH-].[K+] (potassium hydroxide), Cl (HCl). Solvent: CO (methanol), O (water), O (water), CO (methanol). Conditions: time 15 hour. Product: OC1=CC=C(C=C1)C=1SC=C(N1)C(=O)O (2-(4-Hydroxyphenyl)-1,3-thiazole-4-carboxylic Acid). As a reaction SMILES: [OH:1][C:2]1[CH:7]=[CH:6][C:5]([C:8](=[S:10])[NH2:9])=[CH:4][CH:3]=1.[OH-].[K+].Br[CH2:14][C:15](=O)[C:16]([OH:18])=[O:17].Cl>O.CO>[OH:1][C:2]1[CH:7]=[CH:6][C:5]([C:8]2[S:10][CH:14]=[C:15]([C:16]([OH:18])=[O:17])[N:9]=2)=[CH:4][CH:3]=1 |f:1.2|. Reported procedure: 4-Hydroxybenzenecarbothioamide (1.53 g, 10 mmol) and potassium hydroxide (1.50 g, 26.8 mmol) were dissolved in a mixture of 60 ml of water and 15 ml of methanol. A solution of bromopyruvic acid (1.67 g, 10 mmol) in 10 ml of methanol was added dropwise at room temperature. The resulting mixture was heated to reflux for 1.5 h, cooled to room temperature, poured into 100 ml of water and adjusted with 0.2N HCl solution to pH2. The mixture was placed in a refrigerator for 15 h. The title compound was...